describe an organic reaction: reactants, conditions, products, and yield From a dataset of the Open Reaction Database (ORD), a public repository of structured organic reaction records. Starting materials: COC1=C(C=C(C2=CC=CC=C12)OC)/C=C/C(=O)OC (methyl trans-3-(1,4-dimethoxy-2-naphthyl)acrylate). Reagents/catalysts: [Pd] (palladium-on-charcoal). Solvent: CO (methanol). Product: COC1=C(C=C(C2=CC=CC=C12)OC)CCC(=O)OC (Methyl 3-(1,4-dimethoxy-2 -naphthyl)propionate). Yield: 86.6%. Reaction SMILES: [CH3:1][O:2][C:3]1[C:12]2[C:7](=[CH:8][CH:9]=[CH:10][CH:11]=2)[C:6]([O:13][CH3:14])=[CH:5][C:4]=1/[CH:15]=[CH:16]/[C:17]([O:19][CH3:20])=[O:18]>CO.[Pd]>[CH3:1][O:2][C:3]1[C:12]2[C:7](=[CH:8][CH:9]=[CH:10][CH:11]=2)[C:6]([O:13][CH3:14])=[CH:5][C:4]=1[CH2:15][CH2:16][C:17]([O:19][CH3:20])=[O:18]. Procedure details: 0.47 g of methyl trans-3-(1,4-dimethoxy-2-naphthyl)acrylate [prepared as described in step (b) above] was dissolved in 20 ml of methanol and hydrogenated under an atmosphere of hydrogen and in the presence of 0.20 g of 10% w/w palladium-on-charcoal, to give 0.41 g of the title compound as a colorless oil. Reactants: BrCCCCN(S(=O)(=O)C)C1=C(C=C2C(=N1)OC(=C2C(=O)NC)C2=CC=C(C=C2)C)I (6-(N-(4-bromobutyl)methylsulfonamido)-5-iodo-N-methyl-2-(p-tolyl)furo[2,3-b]pyridine-3-carboxamide), COC=1C=CC=C(C1C=2C=CC=CC2P(C3CCCCC3)C4CCCCC4)OC (S-Phos), C([O-])([O-])=O.[Na+].[Na+] (SODIUM CARBONATE), C1(CC1)B(O)O (cyclopropylboronic acid). The reagents and catalysts are CC(=O)[O-].CC(=O)[O-].[Pd+2] (Pd(OAc)2). The solvent is C1(=CC=CC=C1)C (toluene), C1(=CC=CC=C1)C (toluene). Yields the product BrCCCCN(S(=O)(=O)C)C1=C(C=C2C(=N1)OC(=C2C(=O)NC)C2=CC=C(C=C2)C)C2CC2 (6-(N-(4-bromobutyl)methylsulfonamido)-5-cyclopropyl-N-methyl-2-(p-tolyl)furo[2,3-b]pyridine-3-carboxamide). RXN SMILES: [Br:1][CH2:2][CH2:3][CH2:4][CH2:5][N:6]([C:11]1[N:16]=[C:15]2[O:17][C:18]([C:24]3[CH:29]=[CH:28][C:27]([CH3:30])=[CH:26][CH:25]=3)=[C:19]([C:20]([NH:22][CH3:23])=[O:21])[C:14]2=[CH:13][C:12]=1I)[S:7]([CH3:10])(=[O:9])=[O:8].CO[C:34]1C=CC=C(OC)[C:39]=1[C:40]1C=CC=CC=1P(C1CCCCC1)C1CCCCC1.C(=O)([O-])[O-].[Na+].[Na+].C1(B(O)O)CC1>C1(C)C=CC=CC=1.CC([O-])=O.CC([O-])=O.[Pd+2]>[Br:1][CH2:2][CH2:3][CH2:4][CH2:5][N:6]([C:11]1[N:16]=[C:15]2[O:17][C:18]([C:24]3[CH:29]=[CH:28][C:27]([CH3:30])=[CH:26][CH:25]=3)=[C:19]([C:20]([NH:22][CH3:23])=[O:21])[C:14]2=[CH:13][C:12]=1[CH:40]1[CH2:39][CH2:34]1)[S:7]([CH3:10])(=[O:9])=[O:8] |f:2.3.4,7.8.9|. Reported procedure: To 6-(N-(4-bromobutyl)methylsulfonamido)-5-iodo-N-methyl-2-(p-tolyl)furo[2,3-b]pyridine-3-carboxamide (57 mg, 0.092 mmol) was added a premixed solution of S-Phos (3.77 mg, 9.19 μmol) and Pd(OAc)2 (0.825 mg, 3.68 μmol) in toluene (300 μL). Added a premixed solution of 2N SODIUM CARBONATE (919 μL, 1.838 mmol) and cyclopropylboronic acid (118 mg, 1.378 mmol) in toluene (900 μL). Degassed with N2 for 60 minutes. Reactants: OC1=C(C=C(C#N)C=C1)CCC (4-hydroxy-3-propylbenzonitrile), C(C1=CC=CC=C1)Br (benzyl bromide), C(=O)([O-])[O-].[Cs+].[Cs+] (Cs2CO3). Reagents/catalysts: O (water). Solvent: CN(C)C=O (DMF). Conditions: time 12 hour. Yields the product C(C1=CC=CC=C1)OC1=C(C=C(C#N)C=C1)CCC (4-(benzyloxy)-3-propylbenzonitrile). The yield is 81.6%. As a reaction SMILES: [OH:1][C:2]1[CH:9]=[CH:8][C:5]([C:6]#[N:7])=[CH:4][C:3]=1[CH2:10][CH2:11][CH3:12].[CH2:13](Br)[C:14]1[CH:19]=[CH:18][CH:17]=[CH:16][CH:15]=1.C([O-])([O-])=O.[Cs+].[Cs+]>CN(C=O)C.O>[CH2:13]([O:1][C:2]1[CH:9]=[CH:8][C:5]([C:6]#[N:7])=[CH:4][C:3]=1[CH2:10][CH2:11][CH3:12])[C:14]1[CH:19]=[CH:18][CH:17]=[CH:16][CH:15]=1 |f:2.3.4|. Procedure details: To a solution of 4-hydroxy-3-propylbenzonitrile (0.97 g, 6 mmol) (Example 29) in DMF (20 mL) were added 10 drops of water, benzyl bromide (2.05 g, 12 mmol), and Cs2CO3 (2.93 g, 9 mmol), and the mixture was stirred for 12 h at rt. The reaction mixture was concentrated under reduced pressure, and the residue was suspended in EtOAc and filtered. The precipitate was washed with more EtOAc. The combined filtrates were concentrated and purified by silica gel chromatography (EtOAc/hexanes (v/v)=1:19) t... Reactants: C1(=CC=CC=C1)SCCCCCOC=1C=C2CCC(NC2=CC1)=O (6-(5-phenylmercapto-pentoxy)-3,4-dihydro-carbostyril), OO (hydrogen peroxide). Product: C1(=CC=CC=C1)S(=O)CCCCCOC=1C=C2CCC(NC2=CC1)=O (6-(5-Phenylsulfinyl-pentoxy)-3,4-dihydro-carbostyril). RXN SMILES: [C:1]1([S:7][CH2:8][CH2:9][CH2:10][CH2:11][CH2:12][O:13][C:14]2[CH:15]=[C:16]3[C:21](=[CH:22][CH:23]=2)[NH:20][C:19](=[O:24])[CH2:18][CH2:17]3)[CH:6]=[CH:5][CH:4]=[CH:3][CH:2]=1.[OH:25]O>>[C:1]1([S:7]([CH2:8][CH2:9][CH2:10][CH2:11][CH2:12][O:13][C:14]2[CH:15]=[C:16]3[C:21](=[CH:22][CH:23]=2)[NH:20][C:19](=[O:24])[CH2:18][CH2:17]3)=[O:25])[CH:6]=[CH:5][CH:4]=[CH:3][CH:2]=1. Reported procedure: Prepared analogous to Example 2 from 6-(5-phenylmercapto-pentoxy)-3,4-dihydro-carbostyril and hydrogen peroxide. Reactants: C1(CC1)CN1C(=O)N(C=2N=CNC2C1=O)CC1CC1 (1,3-di-cyclopropylmethyl xanthine), ClCCC (1-chloropropane). The product is C1(CC1)CN1C(=O)N(C=2N=CN(C2C1=O)CCC)CC1CC1 (1,3-Di-cyclopropylmethyl-7-n-propyl xanthine). As a reaction SMILES: [CH:1]1([CH2:4][N:5]2[C:14](=[O:15])[C:13]3[NH:12][CH:11]=[N:10][C:9]=3[N:8]([CH2:16][CH:17]3[CH2:19][CH2:18]3)[C:6]2=[O:7])[CH2:3][CH2:2]1.Cl[CH2:21][CH2:22][CH3:23]>>[CH:1]1([CH2:4][N:5]2[C:14](=[O:15])[C:13]3[N:12]([CH2:21][CH2:22][CH3:23])[CH:11]=[N:10][C:9]=3[N:8]([CH2:16][CH:17]3[CH2:19][CH2:18]3)[C:6]2=[O:7])[CH2:3][CH2:2]1. Procedure details: 1,3-Di-cyclopropylmethyl-7-n-propyl xanthine was prepared from 1,3-di-cyclopropylmethyl xanthine and 1-chloropropane using an analogous procedure to that described in Example 5. The title compound was isolated as a crystalline solid, m.p. 67° C.